This data is from the Open Reaction Database (ORD), a public repository of structured organic reaction records. The task is: describe an organic reaction: reactants, conditions, products, and yield Reactants: [BH3-]C#N, CC1(C)CN(Cc2ccccc2)CCC1=O, CO, NC1CC1, [Na+]. Product: CC1(C)CN(Cc2ccccc2)CCC1NC1CC1. RXN SMILES: [C:21]([BH3-:22])#[N:23].[CH2:1]([c:2]1[cH:3][cH:4][cH:5][cH:6][cH:7]1)[N:8]1[CH2:9][C:10]([CH3:15])([CH3:16])[C:11](=[O:14])[CH2:12][CH2:13]1.[CH3:25][OH:26].[CH:17]1([NH2:20])[CH2:18][CH2:19]1.[Na+:24]>>[CH2:1]([c:2]1[cH:3][cH:4][cH:5][cH:6][cH:7]1)[N:8]1[CH2:9][C:10]([CH3:15])([CH3:16])[CH:11]([NH:20][CH:17]2[CH2:18][CH2:19]2)[CH2:12][CH2:13]1. Reactants: [H-].[H-].[H-].[H-].[Li+].[Al+3] (LiAlH4), CN1CC=2C(=CC=C3C(C(NC23)=O)=O)C(C1)C1=CC=CC=C1 (8-methyl-6-phenyl-6,7,8,9-tetrahydro-1H-pyrido[4,3-g]indole-2,3-dione), O (H2O). Run in C(C)OCC (diethyl ether), O1CCCC1 (tetrahydrofuran). Product: CN1CC=2C(=CC=C3C=CNC23)C(C1)C1=CC=CC=C1 (8-Methyl-6-phenyl-6,7,8,9-tetrahydro-1H-pyrido[4,3-g]-indole). Reaction SMILES: [H-].[H-].[H-].[H-].[Li+].[Al+3].[CH3:7][N:8]1[CH2:22][CH:21]([C:23]2[CH:28]=[CH:27][CH:26]=[CH:25][CH:24]=2)[C:11]2=[CH:12][CH:13]=[C:14]3[C:18]([NH:17][C:16](=O)[C:15]3=O)=[C:10]2[CH2:9]1.O>C(OCC)C.O1CCCC1>[CH3:7][N:8]1[CH2:22][CH:21]([C:23]2[CH:24]=[CH:25][CH:26]=[CH:27][CH:28]=2)[C:11]2=[CH:12][CH:13]=[C:14]3[C:18]([NH:17][CH:16]=[CH:15]3)=[C:10]2[CH2:9]1 |f:0.1.2.3.4.5|. Reported procedure: 20 g (0.524 mol) of LiAlH4 are suspended in 400 ml of absolute diethyl ether at room temperature, with stirring, while flushing with nitrogen and in the absence of moisture. 550 ml of absolute tetrahydrofuran are then added, followed by 34 g (0.116 mol) of 8-methyl-6-phenyl-6,7,8,9-tetrahydro-1H-pyrido[4,3-g]indole-2,3-dione in portions. The reaction mixture is subsequently stirred at room temperature for 31/2 hours. To dissociate the reaction complex, a solution of 42 ml of H2O in 160 ml of tet... Reactants: COCCBr, [K+], [K+], O=C([O-])[O-], CN(C)C=O, COc1cc2nc(-c3cccc(NC(=O)c4cccnc4)c3)nc(Nc3ccc4c(cnn4C(=O)OC(C)(C)C)c3)c2cc1O. Product: COCCOc1cc2c(Nc3ccc4c(cnn4C(=O)OC(C)(C)C)c3)nc(-c3cccc(NC(=O)c4cccnc4)c3)nc2cc1OC. As a reaction SMILES: [Br:46][CH2:47][CH2:48][O:49][CH3:50].[K+:51].[K+:52].[O-:53][C:54]([O-:55])=[O:56].[O:57]=[CH:58][N:59]([CH3:60])[CH3:61].[OH:1][c:2]1[cH:3][c:4]2[c:5]([NH:29][c:30]3[cH:31][c:32]4[cH:33][n:34][n:35]([C:39](=[O:40])[O:41][C:42]([CH3:43])([CH3:44])[CH3:45])[c:36]4[cH:37][cH:38]3)[n:6][c:7](-[c:14]3[cH:15][c:16]([NH:20][C:21]([c:22]4[cH:23][n:24][cH:25][cH:26][cH:27]4)=[O:28])[cH:17][cH:18][cH:19]3)[n:8][c:9]2[cH:10][c:11]1[O:12][CH3:13]>>[O:1]([c:2]1[cH:3][c:4]2[c:5]([NH:29][c:30]3[cH:31][c:32]4[cH:33][n:34][n:35]([C:39](=[O:40])[O:41][C:42]([CH3:43])([CH3:44])[CH3:45])[c:36]4[cH:37][cH:38]3)[n:6][c:7](-[c:14]3[cH:15][c:16]([NH:20][C:21]([c:22]4[cH:23][n:24][cH:25][cH:26][cH:27]4)=[O:28])[cH:17][cH:18][cH:19]3)[n:8][c:9]2[cH:10][c:11]1[O:12][CH3:13])[CH2:47][CH2:48][O:49][CH3:50]. Reaction SMILES: [C:1](=[O:2])([c:3]1[cH:4][cH:5][cH:6][cH:7][cH:8]1)[O:9][CH:10]1[CH2:11][C:12]([CH3:25])([CH3:26])[N:13]([O:18][CH:19]2[CH2:20][CH2:21][CH2:22][CH2:23][CH2:24]2)[C:14]([CH3:16])([CH3:17])[CH2:15]1.[CH3:29][OH:30].[K+:28].[OH-:27]>>[OH:9][CH:10]1[CH2:11][C:12]([CH3:25])([CH3:26])[N:13]([O:18][CH:19]2[CH2:20][CH2:21][CH2:22][CH2:23][CH2:24]2)[C:14]([CH3:16])([CH3:17])[CH2:15]1. Reactants: CC1(C)CC(OC(=O)c2ccccc2)CC(C)(C)N1OC1CCCCC1, CO, [K+], [OH-]. Product: CC1(C)CC(O)CC(C)(C)N1OC1CCCCC1.